The task is: describe an organic reaction: reactants, conditions, products, and yield. This data is from the Open Reaction Database (ORD), a public repository of structured organic reaction records. Reactants: CCO, ClCCl, Nc1nc2cc([N+](=O)[O-])ccc2c2cccnc12. Yields the product Nc1ccc2c(c1)nc(N)c1ncccc12. RXN SMILES: [CH3:19][CH2:20][OH:21].[Cl:22][CH2:23][Cl:24].[N+:1]([O-:2])(=[O:3])[c:4]1[cH:5][c:6]2[c:7]([c:8]3[cH:9][cH:10][cH:11][n:12][c:13]3[c:14]([NH2:16])[n:15]2)[cH:17][cH:18]1>>[NH2:1][c:4]1[cH:5][c:6]2[c:7]([c:8]3[cH:9][cH:10][cH:11][n:12][c:13]3[c:14]([NH2:16])[n:15]2)[cH:17][cH:18]1. The reactants are CCCCc1cn(C(C)(C)C)sc1=N, O=C1CCC(C(=O)O)C1. Yields the product CCCCc1cn(C(C)(C)C)sc1=NC(=O)C1CCC(=O)C1. Reaction SMILES: [C:1]([CH3:2])([CH3:3])([CH3:4])[n:5]1[s:6][c:7](=[NH:14])[c:8]([CH2:10][CH2:11][CH2:12][CH3:13])[cH:9]1.[O:15]=[C:16]1[CH2:17][CH:18]([C:21](=[O:22])[OH:23])[CH2:19][CH2:20]1>>[C:1]([CH3:2])([CH3:3])([CH3:4])[n:5]1[s:6][c:7](=[N:14][C:21]([CH:18]2[CH2:17][C:16](=[O:15])[CH2:20][CH2:19]2)=[O:22])[c:8]([CH2:10][CH2:11][CH2:12][CH3:13])[cH:9]1.